This data is from the Open Reaction Database (ORD), a public repository of structured organic reaction records. The task is: describe an organic reaction: reactants, conditions, products, and yield Reactants: C(C)(=O)SC=1SC=CC1 (acetylthiothiophene), C(C)(=O)SC1=C(C(=C(S1)C(=O)OC)O)C (Methyl 5-acetylthio-3-hydroxy-4-methylthiophene-2-carboxylate), [OH-].[K+] (potassium hydroxide). Run in CO (methanol). Yields the product OC1=C(SC(=C1C)S)C(=O)OC (Methyl 3-hydroxy-5-mercapto-4-methylthiphene-2-carboxylate). As a reaction SMILES: C(SC1SC=CC=1)(=O)C.C([S:13][C:14]1[S:18][C:17]([C:19]([O:21][CH3:22])=[O:20])=[C:16]([OH:23])[C:15]=1[CH3:24])(=O)C.[OH-].[K+]>CO>[OH:23][C:16]1[C:15]([CH3:24])=[C:14]([SH:13])[S:18][C:17]=1[C:19]([O:21][CH3:22])=[O:20] |f:2.3|. Procedure details: The acetylthiothiophene of (f) above (10 mmol) was added to 30 ml of 1M potassium hydroxide in methanol. After acidification of the mixture, the mercapto thiophene was obtained, recrystallising from hexane, m.p. 86°-88° C. Solvent: C1CCOC1 (THF). Yields the product COC(=O)C=1C=C(C(=O)O)C=C(C1)OS(=O)(=O)C (3-(methoxycarbonyl)-5-[(methylsulfonyl)oxy]benzoic acid). Yield: 56.8%. As a reaction SMILES: [CH3:1][S:2]([O:5][C:6]1[CH:7]=[C:8]([C:16]([O:18][CH3:19])=[O:17])[CH:9]=[C:10]([CH:15]=1)[C:11]([O:13]C)=[O:12])(=[O:4])=[O:3].[OH-].[Na+]>C1COCC1>[CH3:19][O:18][C:16]([C:8]1[CH:9]=[C:10]([CH:15]=[C:6]([O:5][S:2]([CH3:1])(=[O:4])=[O:3])[CH:7]=1)[C:11]([OH:13])=[O:12])=[O:17] |f:1.2|. Starting materials: CS(=O)(=O)OC=1C=C(C=C(C(=O)OC)C1)C(=O)OC (dimethyl 5-[(methylsulfonyl)oxy]isophthalate), [OH-].[Na+] (NaOH). Run at temperature 0 celsius, time 2 hour. Reported procedure: To a 0° C. solution of dimethyl 5-[(methylsulfonyl)oxy]isophthalate (1.37 g, 4.75 mmol) in THF (150 mL) was added 0.1 N NaOH solution (46.6 mL, 4.66 mmol) dropwise in an addition funnel. Reaction stirred at 0° C. for 2 hours and then warmed to room temperature. Reaction was concentrated in vacuo. Crude material was acidified with 1N HCl and extracted with EtOAc (3×). The combined organics were dried with MgSO4, filtered, concentrated and purified by flash chromatography (40 g silica, 0-5% MeOH/D... Reactants: CC#N, Cl, C1CCn2nc(C3CCC4(CC3)OCCO4)nc2C1. The product is O=C1CCC(c2nc3n(n2)CCCC3)CC1. RXN SMILES: [CH3:21][C:22]#[N:23].[ClH:20].[O:1]1[CH2:3][CH2:2][O:4][C:5]12[CH2:6][CH2:7][CH:8]([c:11]1[n:12][n:13]3[c:14]([n:19]1)[CH2:15][CH2:16][CH2:17][CH2:18]3)[CH2:9][CH2:10]2>>[O:4]=[C:5]1[CH2:6][CH2:7][CH:8]([c:11]2[n:12][n:13]3[c:14]([n:19]2)[CH2:15][CH2:16][CH2:17][CH2:18]3)[CH2:9][CH2:10]1. Reactants: CC1=C2C=CC(OC2=C(C=C1)O)=O (5-Methyl-8-hydroxycumarin), C(Br)C1CO1 (epibromohydrin), C([O-])([O-])=O.[K+].[K+] (potassium carbonate). Solvent: C(C)C(=O)C (methyl ethyl ketone). Yields the product CC1=C2C=CC(OC2=C(C=C1)OCC1CO1)=O (5-methyl-8-(2,3-epoxypropoxy)-cumarin). As a reaction SMILES: [CH3:1][C:2]1[CH:11]=[CH:10][C:9]([OH:12])=[C:8]2[C:3]=1[CH:4]=[CH:5][C:6](=[O:13])[O:7]2.[CH2:14]([CH:16]1[O:18][CH2:17]1)Br.C(=O)([O-])[O-].[K+].[K+]>C(C(C)=O)C>[CH3:1][C:2]1[CH:11]=[CH:10][C:9]([O:12][CH2:14][CH:16]2[O:18][CH2:17]2)=[C:8]2[C:3]=1[CH:4]=[CH:5][C:6](=[O:13])[O:7]2 |f:2.3.4|. Procedure details: 5-Methyl-8-hydroxycumarin (synthesized from isovanilin in 4 steps) is allowed to react with epibromohydrin in methyl ethyl ketone in the presence of potassium carbonate to give 5-methyl-8-(2,3-epoxypropoxy)-cumarin [cf. Chem. Phar. Bull. 20,205 (1972)]. Reactants: NC=1C=NN(C1N1CC[C@@H](CCC1)NC(OCC1=CC=CC=C1)=O)C ((R)-benzyl 1-(4-amino-1-methyl-1H-pyrazol-5-yl)azepan-4-ylcarbamate), BrC=1C=CC(=C(C1)C=1SC(=C(N1)C(=O)O)NC(=O)OC(C)(C)C)F (2-(5-bromo-2-fluorophenyl)-5-(tert-butoxycarbonylamino)thiazole-4-carboxylic acid), C(C)(C)(C)OC(=O)NC1=C(N=CS1)C(=O)O (5-(tert-butoxycarbonylamino)thiazole-4-carboxylic acid). Yields the product NC1=C(N=C(S1)C1=C(C=CC(=C1)Br)F)C(=O)NC=1C=NN(C1N1CC[C@@H](CCC1)N)C ((R)-5-amino-N-(5-(4-aminoazepan-1-yl)-1-methyl-1H-pyrazol-4-yl)-2-(5-bromo-2-fluorophenyl)thiazole-4-carboxamide). RXN SMILES: [NH2:1][C:2]1[CH:3]=[N:4][N:5]([CH3:25])[C:6]=1[N:7]1[CH2:13][CH2:12][CH2:11][C@@H:10]([NH:14]C(=O)OCC2C=CC=CC=2)[CH2:9][CH2:8]1.[Br:26][C:27]1[CH:28]=[CH:29][C:30]([F:49])=[C:31]([C:33]2[S:34][C:35]([NH:41]C(OC(C)(C)C)=O)=[C:36]([C:38](O)=[O:39])[N:37]=2)[CH:32]=1.C(OC(NC1SC=NC=1C(O)=O)=O)(C)(C)C>>[NH2:41][C:35]1[S:34][C:33]([C:31]2[CH:32]=[C:27]([Br:26])[CH:28]=[CH:29][C:30]=2[F:49])=[N:37][C:36]=1[C:38]([NH:1][C:2]1[CH:3]=[N:4][N:5]([CH3:25])[C:6]=1[N:7]1[CH2:13][CH2:12][CH2:11][C@@H:10]([NH2:14])[CH2:9][CH2:8]1)=[O:39]. Procedure: Following procedures from Examples 140, (R)-benzyl 1-(4-amino-1-methyl-1H-pyrazol-5-yl)azepan-4-ylcarbamate from Example 16 and the product of Example 27, 245-bromo-2-fluorophenyl)-5-(tert-butoxycarbonylamino)thiazole-4-carboxylic acid, were converted to 308. 1H NMR (400 MHz, DMSO) δ 9.05 (s, 1H), 8.45 (dd, J=6.7, 2.5 Hz, 1H), 7.66-7.55 (m, 1H), 7.48 (s, 2H), 7.43 (s, 1H), 7.36 (dd, J=11.2, 8.9 Hz, 1H), 3.65 (s, 4H), 3.21-2.93 (m, 7H), 1.84 (dd, J=8.2, 3.6 Hz, 3H), 1.72-1.39 (m, 3H). MS (ESI) m/... Reactants: C(C)C1=C(C(N(N1C)C1=CC=C(C=C1)F)=O)C(=O)O (5-ethyl-2-(4-fluorophenyl)-1-methyl-3-oxo-2,3-dihydro-1H-pyrazole-4-carboxylic acid), NC1=CC(=C(OC=2C=CC=3N(C2)C=C(N3)NC(=O)C3CC3)C=C1)F (N-[6-(4-amino-2-fluorophenoxy)imidazo[1,2-a]pyridin-2-yl]cyclopropanecarboxamide), O1CCCC1 (tetrahydrofuran), C(C(=O)Cl)(=O)Cl (oxalyl dichloride). The reagents and catalysts are CN(C=O)C (N,N-dimethylformamide). The solvent is CN(C(C)=O)C (N,N-dimethylacetamide). Yields the product C1(CC1)C(=O)NC=1N=C2N(C=C(C=C2)OC2=C(C=C(C=C2)NC(=O)C=2C(N(N(C2CC)C)C2=CC=C(C=C2)F)=O)F)C1 (N-[4-({2-[(cyclopropylcarbonyl)amino]imidazo[1,2-a]pyridin-6-yl}oxy)-3-fluorophenyl]-5-ethyl-2-(4-fluorophenyl)-1-methyl-3-oxo-2,3-dihydro-1H-pyrazole-4-carboxamide). Isolated yield 47.0%. As a reaction SMILES: [CH2:1]([C:3]1[N:7]([CH3:8])[N:6]([C:9]2[CH:14]=[CH:13][C:12]([F:15])=[CH:11][CH:10]=2)[C:5](=[O:16])[C:4]=1[C:17]([OH:19])=O)[CH3:2].O1CCCC1.C(Cl)(=O)C(Cl)=O.[NH2:31][C:32]1[CH:53]=[CH:52][C:35]([O:36][C:37]2[CH:38]=[CH:39][C:40]3[N:41]([CH:43]=[C:44]([NH:46][C:47]([CH:49]4[CH2:51][CH2:50]4)=[O:48])[N:45]=3)[CH:42]=2)=[C:34]([F:54])[CH:33]=1>CN(C)C=O.CN(C)C(=O)C>[CH:49]1([C:47]([NH:46][C:44]2[N:45]=[C:40]3[CH:39]=[CH:38][C:37]([O:36][C:35]4[CH:52]=[CH:53][C:32]([NH:31][C:17]([C:4]5[C:5](=[O:16])[N:6]([C:9]6[CH:10]=[CH:11][C:12]([F:15])=[CH:13][CH:14]=6)[N:7]([CH3:8])[C:3]=5[CH2:1][CH3:2])=[O:19])=[CH:33][C:34]=4[F:54])=[CH:42][N:41]3[CH:43]=2)=[O:48])[CH2:50][CH2:51]1. Procedure details: In the same manner as in Example 77 and using 5-ethyl-2-(4-fluorophenyl)-1-methyl-3-oxo-2,3-dihydro-1H-pyrazole-4-carboxylic acid (250 mg, 0.94 mmol), tetrahydrofuran (9 mL), N,N-dimethylformamide (1 drop), oxalyl dichloride (160 μL, 1.9 mmol), N-[6-(4-amino-2-fluorophenoxy)imidazo[1,2-a]pyridin-2-yl]cyclopropanecarboxamide (250 mg, 0.78 mmol) and N,N-dimethylacetamide (12 mL) as starting materials, the title compound (210 mg, 47%) was obtained as a white solid.